Dataset: the Open Reaction Database (ORD), a public repository of structured organic reaction records. Task: describe an organic reaction: reactants, conditions, products, and yield The reactants are COC(\C=C\C=1SC(=CC1)C1=NC(=NC=C1)SC)=O ((E)-3-[5-(2-methylsulfanyl-pyrimidin-4-yl)-thiophen-2-yl]-acrylic acid methyl ester), [N+](=O)([O-])C (nitromethane). The solvent is CCOC(=O)C (EtOAc). Product: COC(CC(C[N+](=O)[O-])C=1SC(=CC1)C1=NC(=NC=C1)SC)=O (3-[5-(2-Methylsulfanyl-pyrimidin-4-yl)-thiophen-2-yl]-4-nitro-butyric acid methyl ester). As a reaction SMILES: [CH3:1][O:2][C:3](=[O:19])/[CH:4]=[CH:5]/[C:6]1[S:7][C:8]([C:11]2[CH:16]=[CH:15][N:14]=[C:13]([S:17][CH3:18])[N:12]=2)=[CH:9][CH:10]=1.[N+:20]([CH3:23])([O-:22])=[O:21]>CCOC(C)=O>[CH3:1][O:2][C:3](=[O:19])[CH2:4][CH:5]([C:6]1[S:7][C:8]([C:11]2[CH:16]=[CH:15][N:14]=[C:13]([S:17][CH3:18])[N:12]=2)=[CH:9][CH:10]=1)[CH2:23][N+:20]([O-:22])=[O:21]. Procedure: A solution of (E)-3-[5-(2-methylsulfanyl-pyrimidin-4-yl)-thiophen-2-yl]-acrylic acid methyl ester (200 mg, 0.684 mmol), nitromethane (3 ml) and Triton B (0.3 ml) was heated to 80° C. for 4 hours. After cooling, the mixture was diluted with EtOAc and washed with saturated ammonium chloride solution, water and brine. Drying over sodium sulfate and evaporation gave a red-brown oil. Yield: 100 mg (41%) The product is CC1=CC=C(C=C([C@H]([C@H]([C@@H]([C@H](C(O)=CC2=CC=C(C=C2)C)O)O)O)O)O)C=C1 (di-(p-methylbenzylidene)sorbitol). Reaction SMILES: [OH:1][CH2:2][C@@H:3]([C@H:5]([C@@H:7]([C@@H:9]([CH2:11][OH:12])[OH:10])[OH:8])[OH:6])[OH:4].[C:13]1([CH3:21])[CH:18]=[CH:17][C:16]([CH:19]=O)=[CH:15][CH:14]=1.[C:22]1([CH3:32])[CH:27]=[CH:26][C:25](S(O)(=O)=O)=[CH:24][CH:23]=1.[CH3:33]CCCCCC>C(O)CCC>[CH3:21][C:13]1[CH:18]=[CH:17][C:16]([CH:19]=[C:2]([OH:1])[C@@H:3]([OH:4])[C@@H:5]([OH:6])[C@H:7]([OH:8])[C@@H:9]([OH:10])[C:11](=[CH:32][C:22]2[CH:27]=[CH:26][C:25]([CH3:33])=[CH:24][CH:23]=2)[OH:12])=[CH:15][CH:14]=1. Starting materials: OC[C@H](O)[C@@H](O)[C@H](O)[C@H](O)CO (sorbitol), CCCCCCC (n-heptane), C1(=CC=C(C=C1)C=O)C (p-tolualdehyde), C1(=CC=C(C=C1)S(=O)(=O)O)C (p-toluenesulfonic acid). Yield: 96.0%. Solvent: C(CCC)O (n-butanol). Reported procedure: A semisolid reaction mixture is obtained in the same manner as in Example 8 with the exception of using 26.8 g of sorbitol, 35.0 g of p-tolualdehyde, 0.4 g of p-toluenesulfonic acid, 85 ml of n-heptane and 200 ml of n-butanol and reacting the materials at 95° C. The mixture is similarly after-treated to give di-(p-methylbenzylidene)sorbitol in a yield of 96% with a purity of 97%. Starting materials: CC(C)=C.CC1=CC=C(C=C)C=C1.BrCC1=CC=C(C=C)C=C1 (isobutylene p-methylstyrene p-bromomethylstyrene), N(CCO)CCO (diethanol amine). Solvent: C1(=CC=CC=C1)C.C(C)(C)O (toluene isopropanol), C(C)(C)O (isopropanol), C1(=CC=CC=C1)C (toluene). The product is CC(C)=C.CC1=CC=C(C=C)C=C1 (Isobutylene para-methylstyrene). Reaction SMILES: [CH3:1][C:2](=[CH2:4])[CH3:3].[CH3:5][C:6]1[CH:13]=[CH:12][C:9]([CH:10]=[CH2:11])=[CH:8][CH:7]=1.BrCC1C=CC(C=C)=CC=1.N(CCO)CCO>C1(C)C=CC=CC=1.C(O)(C)C.C1(C)C=CC=CC=1.C(O)(C)C>[CH3:3][C:2](=[CH2:1])[CH3:4].[CH3:5][C:6]1[CH:13]=[CH:12][C:9]([CH:10]=[CH2:11])=[CH:8][CH:7]=1 |f:0.1.2,6.7,8.9|. Procedure: Isobutylene/para-methylstyrene/para-diethanolaminomethylstyrene copolymer was prepared in accordance with the technique of U.S. Pat. No. 5,162,445 which is incorporated by reference herein. In the nucleophilic substitution reaction, 500 g of isobutylene/p-methylstyrene/p-bromomethylstyrene copolymer (1.7 mole % p-methylstyrene, 0.7 mole % p-bromomethylstyrene 30 ML @ 125° C.) was dissolved in 2267 g of toluene in a 5-liter resin flask under nitrogen to form an 18 wt. % solution. Then 24.6 g diet... The reactants are C(CCC)[Li] (butyllithium), C(CCC)N1N=NN=C1 (1-butyltetrazole), II (iodine), O (water). The solvent is O1CCCC1 (tetrahydrofuran), O1CCCC1 (tetrahydrofuran). Reaction conditions: temperature -30 celsius, time 30 minute. Yields the product IC1=NN=NN1CCCC (5-Iodo-1-butyltetrazole). As a reaction SMILES: C([Li])CCC.[CH2:6]([N:10]1[CH:14]=[N:13][N:12]=[N:11]1)[CH2:7][CH2:8][CH3:9].[I:15]I.O>O1CCCC1>[I:15][C:14]1[N:10]([CH2:6][CH2:7][CH2:8][CH3:9])[N:11]=[N:12][N:13]=1. Procedure: In an atmosphere of inert gas, 0.032 mol (20 ml) of butyllithium (1.6M in hexane) is added dropwise to a solution, cooled to −78° C., of 0.03 mol (3.78 g) of 1-butyltetrazole in 40 ml of anhydrous tetrahydrofuran such that the temperature of the reaction mixture does not exceed −70° C. The mixture is stirred at this temperature for 30 minutes, and 0.03 mol (7.61 g) of iodine in 10 ml of anhydrous tetrahydrofuran is then added dropwise. After 30 minutes of stirring at this temperature, the reacti... Starting materials: N(=C=S)C1=CC=C(OCCN2CCCC2)C=C1 (1-[2-(4-isothiocyanato-phenoxy)ethyl]-pyrrolidine), CN(C)CC=1C=C(C=CC1)N (3-dimethylaminomethyl-phenylamine), N1(CCCC1)CCOC1=CC=C(C=C1)NC(=O)N ([4-(2-pyrrolidin-1-yl-ethoxy)-phenyl]-urea), N(=C=S)C=1C=C(CN(C)C)C=CC1 ((3-isothiocyanato-benzyl)-dimethyl-amine). Solvent: C(Cl)Cl.CO (CH2Cl2 MeOH). Yields the product CN(C)CC=1C=C(C=CC1)NC(=S)N ((3-Dimethylaminomethyl-phenyl)-thiourea), N(=C=S)C=1C=C(CN(C)C)C=CC1 ((3-Isothiocyanato-benzyl)dimethyl-amine). RXN SMILES: [N:1]1(CCOC2C=CC(NC(N)=O)=CC=2)CCCC1.[N:19]([C:22]1[CH:23]=[C:24]([CH:29]=[CH:30][CH:31]=1)[CH2:25][N:26]([CH3:28])[CH3:27])=[C:20]=[S:21].N(C1C=CC(OCCN2CCCC2)=CC=1)=C=S.CN(CC1C=C(N)C=CC=1)C>C(Cl)Cl.CO>[CH3:27][N:26]([CH2:25][C:24]1[CH:23]=[C:22]([NH:19][C:20]([NH2:1])=[S:21])[CH:31]=[CH:30][CH:29]=1)[CH3:28].[N:19]([C:22]1[CH:23]=[C:24]([CH:29]=[CH:30][CH:31]=1)[CH2:25][N:26]([CH3:28])[CH3:27])=[C:20]=[S:21] |f:4.5|. Reported procedure: The title compound is prepared as described in Example 1 for [4-(2-pyrrolidin-1-yl-ethoxy)-phenyl]-urea but using (3-isothiocyanato-benzyl)-dimethyl-amine. Title compound: ES-MS: 210.0 [M+H]+; single peak at tR=3.38 min (System 1); Rf=0.63 (CH2Cl2/MeOH, 80/20). (3-Isothiocyanato-benzyl)-dimethyl-amine is prepared as described in Example 1 for 1-[2-(4-isothiocyanato-phenoxy)ethyl]-pyrrolidine but using 3-dimethylaminomethyl-phenylamine. (3-Isothiocyanato-benzyl)dimethyl-amine is obtained and used... The reactants are N1=C(NC2=C1C=CC=C2)NC(=S)N2C=NC=C2 (1-[(2-benzimidazolyl)thiocarbamoyl]imidazole), COC1=CC=C(C=C1)CCN (2-(4-methoxyphenyl)ethylamine), C(C)(=O)OCC (ethyl acetate). The solvent is CN(C=O)C (N,N-dimethylformamide). Product: COC1=CC=C(C=C1)CCNC(=S)NC=1NC2=C(N1)C=CC=C2 (N-[2-(4-methoxyphenyl)ethyl]-N'-(2-benzimidazolyl)thiourea). Yield: 67.4%. RXN SMILES: [N:1]1[C:5]2[CH:6]=[CH:7][CH:8]=[CH:9][C:4]=2[NH:3][C:2]=1[NH:10][C:11]([N:13]1[CH:17]=[CH:16]N=C1)=[S:12].[CH3:18][O:19][C:20]1[CH:25]=[CH:24][C:23](CCN)=[CH:22][CH:21]=1.C(OCC)(=O)C>CN(C)C=O>[CH3:18][O:19][C:20]1[CH:25]=[CH:24][C:23]([CH2:16][CH2:17][NH:13][C:11]([NH:10][C:2]2[NH:1][C:5]3[CH:6]=[CH:7][CH:8]=[CH:9][C:4]=3[N:3]=2)=[S:12])=[CH:22][CH:21]=1. Procedure details: A solution of 1-[(2-benzimidazolyl)thiocarbamoyl]imidazole (1.22 g, 5.0 mmol) and 2-(4-methoxyphenyl)ethylamine (0.77 g, 5.0 mmol) in N,N-dimethylformamide (20 mL) was stirred at 90° C. for 1 h. The reaction was cooled to room temperature, poured into ethyl acetate, washed with water, 1N aqueous HCl, water, saturated sodium bicarbonate, and brine. The organic layer was concentrated and the resultant solid was purified by chromatography on silica gel to provide 1.1 g (67%) of the titled product a...